From a dataset of the Open Reaction Database (ORD), a public repository of structured organic reaction records. describe an organic reaction: reactants, conditions, products, and yield Reactants: C(C1=CC=CC=C1)N1C2CC(CC1C(C2)(F)F)CC(=O)[O-] ((8-benzyl-6,6-difluoro-8-azabicyclo[3.2.1]octan-3-yl)acetate), C(=O)([O-])[O-].[K+].[K+] (K2CO3). The solvent is CO (MeOH). The product is C(C1=CC=CC=C1)N1C2CC(CC1C(C2)(F)F)O (8-benzyl-6,6-difluoro-8-azabicyclo[3.2.1]octan-3-ol). RXN SMILES: [CH2:1]([N:8]1[CH:13]2[C:14]([F:17])([F:16])[CH2:15][CH:9]1[CH2:10][CH:11](CC([O-])=O)[CH2:12]2)[C:2]1[CH:7]=[CH:6][CH:5]=[CH:4][CH:3]=1.C([O-])([O-])=[O:23].[K+].[K+]>CO>[CH2:1]([N:8]1[CH:13]2[C:14]([F:17])([F:16])[CH2:15][CH:9]1[CH2:10][CH:11]([OH:23])[CH2:12]2)[C:2]1[CH:7]=[CH:6][CH:5]=[CH:4][CH:3]=1 |f:1.2.3|. Procedure: A solution of compound 116f (1.48 g, 4 mmol, 1.0 eq) and K2CO3 (1.1 g, 8 mmol, 2.0 eq) in MeOH (20 mL) was stirred at room temperature for 16 h. The mixture was quenched with water (100 mL), extracted with EA (100 mL) two times, the organic layer was combined, dried over Na2SO4 and concentrated to give 8-benzyl-6,6-difluoro-8-azabicyclo[3.2.1]octan-3-ol 116g as a colorless oil, 1.02 g, crude yield: 100° A. MS: calc'd (MH+) 254, measured (MH+) 254.